Dataset: the Open Reaction Database (ORD), a public repository of structured organic reaction records. Task: describe an organic reaction: reactants, conditions, products, and yield The reactants are COC(C1=C(C=CC=C1)NC(CC(C)=O)=O)=O (2-(3-Oxo-butanoylamino)-benzoic acid methyl ester), S(O)(O)(=O)=O (sulfuric acid), C(C)OCC (diethyl ether), C[O-].[Na+] (sodium methoxide). Run in CCCCCC.CCOC(=O)C.C(Cl)Cl.CC(=O)C (hexane EtOAc CH2Cl2 acetone), CO (methanol), CO (methanol). Conditions: temperature 40 celsius. Product: C(C)(=O)C=1C(NC2=CC=CC=C2C1O)=O (3-acetyl-4-hydroxy-1H-quinolin-2-one). The yield is 75.5%. As a reaction SMILES: CO[C:3](=[O:17])[C:4]1[CH:9]=[CH:8][CH:7]=[CH:6][C:5]=1[NH:10][C:11](=[O:16])[CH2:12][C:13](=[O:15])[CH3:14].C(OCC)C.C[O-].[Na+].S(=O)(=O)(O)O>CO.CCCCCC.CCOC(C)=O.C(Cl)Cl.CC(C)=O>[C:13]([C:12]1[C:11](=[O:16])[NH:10][C:5]2[C:4]([C:3]=1[OH:17])=[CH:9][CH:8]=[CH:7][CH:6]=2)(=[O:15])[CH3:14] |f:2.3,6.7.8.9|. Reported procedure: 2-(3-Oxo-butanoylamino)-benzoic acid methyl ester (383 mg, 1.63 mmol) was combined with diethyl ether (10 mL) and methanol (5 mL) and the mixture was stirred rapidly while a solution of sodium methoxide (25% solution, 1.63 mmol, 0.45 mL) in methanol (3 mL) was added over 10 minutes. The reaction then was heated at 40° C. overnight. Progress of the reaction was monitored by TLC (silica gel, hexane:EtOAc:CH2Cl2:acetone (3:3:3:1)) and analytical HPLC and upon its completion the mixture was acidifie... Starting materials: ClC1=NC(=C(C2=CC=CC=C12)C1=CC=CC=C1)Cl (1,3-dichloro-4-phenylisoquinoline), suspension, [H-].[Na+] (sodium hydride), N1C=NC=C1 (imidazole). Solvent: COCCOC (1,2-dimethoxyethane), COCCOC (1,2-dimethyoxyethane). Reaction conditions: time 3 hour. Product: ClC=1N=C(C2=CC=CC=C2C1C1=CC=CC=C1)N1C=NC=C1 (3-Chloro-1-(1-imidazolyl)-4-phenyl-isoquinoline). As a reaction SMILES: [H-].[Na+].[NH:3]1[CH:7]=[CH:6][N:5]=[CH:4]1.Cl[C:9]1[C:18]2[C:13](=[CH:14][CH:15]=[CH:16][CH:17]=2)[C:12]([C:19]2[CH:24]=[CH:23][CH:22]=[CH:21][CH:20]=2)=[C:11]([Cl:25])[N:10]=1>COCCOC>[Cl:25][C:11]1[N:10]=[C:9]([N:3]2[CH:7]=[CH:6][N:5]=[CH:4]2)[C:18]2[C:13]([C:12]=1[C:19]1[CH:24]=[CH:23][CH:22]=[CH:21][CH:20]=1)=[CH:14][CH:15]=[CH:16][CH:17]=2 |f:0.1|. Reported procedure: 15 g (0.5 mole) of an 80% suspension of sodium hydride in mineral oil were introduced, while stirring, into a solution of 37.5 g (0.6 mole) of imidazole in 250 ml of absolute 1,2-dimethyoxyethane. The whole was heated for 30 minutes to the boil and then a solution of 109.6 g (0.4 mole) of 1,3-dichloro-4-phenylisoquinoline in 100 ml of absolute 1,2-dimethoxyethane was added dropwise. The mixture was then boiled for 3 hours under reflux, the solvent was distilled off under reduced pressure and the... Procedure details: To a solution of methyl 4-hydroxybenzoate (1.0 g, 6.58 mmol), 3-dimethylamino-1-propanol (1.01 g, 9.87 mmol), and triphenylphosphine (2.6 g, 9.87 mmol) at 0° C. in THF (20 mL) was added dropwise diisopropyl azodicarboxylate (1.99 g, 9.87 mmol). After stirring for 16 h at room temperature the solution was concentrated and the residue purified by column chromatography (silica gel, methanol/dichloromethane) to yield the title compound as an oily solid (1.25 g, 5.2 mmol). MS(ESI): 238.1 (M+H)+. Product: C(C)N(CC)CCCOC1=CC=C(C(=O)OC)C=C1 (methyl 4-[3-(N,N-diethylamino)-1-propyloxy]benzoate). Reaction conditions: time 16 hour. The solvent is C1CCOC1 (THF). Yield: 79.0%. Starting materials: OC1=CC=C(C(=O)OC)C=C1 (methyl 4-hydroxybenzoate), CN(CCCO)C (3-dimethylamino-1-propanol), C1(=CC=CC=C1)P(C1=CC=CC=C1)C1=CC=CC=C1 (triphenylphosphine), N(=NC(=O)OC(C)C)C(=O)OC(C)C (diisopropyl azodicarboxylate). As a reaction SMILES: [OH:1][C:2]1[CH:11]=[CH:10][C:5]([C:6]([O:8][CH3:9])=[O:7])=[CH:4][CH:3]=1.C[N:13]([CH3:18])[CH2:14][CH2:15]CO.C1(P([C:32]2[CH:37]=[CH:36]C=CC=2)C2C=CC=CC=2)C=CC=CC=1.N(C(OC(C)C)=O)=N[C:40](OC(C)C)=O>C1COCC1>[CH2:18]([N:13]([CH2:36][CH2:37][CH2:32][O:1][C:2]1[CH:3]=[CH:4][C:5]([C:6]([O:8][CH3:9])=[O:7])=[CH:10][CH:11]=1)[CH2:14][CH3:15])[CH3:40]. Reactants: CCCCCCCc1ccc(C(=O)Nc2ccc(C(=O)OC)cc2)cc1, CCO, NN, O. The product is CCCCCCCc1ccc(C(=O)Nc2ccc(C(=O)NN)cc2)cc1. RXN SMILES: [CH2:1]([CH2:2][CH2:3][CH2:4][CH2:5][CH2:6][CH3:7])[c:8]1[cH:9][cH:10][c:11]([C:12](=[O:13])[NH:14][c:15]2[cH:16][cH:17][c:18]([C:19](=[O:20])[O:21][CH3:22])[cH:23][cH:24]2)[cH:25][cH:26]1.[CH3:30][CH2:31][OH:32].[NH2:28][NH2:29].[OH2:27]>>[CH2:1]([CH2:2][CH2:3][CH2:4][CH2:5][CH2:6][CH3:7])[c:8]1[cH:9][cH:10][c:11]([C:12](=[O:13])[NH:14][c:15]2[cH:16][cH:17][c:18]([C:19](=[O:20])[NH:28][NH2:29])[cH:23][cH:24]2)[cH:25][cH:26]1. Starting materials: c4ccc(B3OB(c1ccccc1)OB(c2ccccc2)O3)cc4c4ccc(B3OB(c1ccccc1)OB(c2ccccc2)O3)cc4 (effective_coupling_partner), CC(=O)Oc2ccc1cc(COC)ccc1c2 (substrate). The reagents and catalysts are PCy3. Conditions: temperature 110 celsius, time 12 hour. Product: COCc3ccc2cc(c1ccccc1)ccc2c3.